describe an organic reaction: reactants, conditions, products, and yield From a dataset of the Open Reaction Database (ORD), a public repository of structured organic reaction records. Run at time 1 hour. The reactants are ice water, CSC1=CC(=CC=C1)OC(F)(F)F (1-(methylthio)-3-(trifluoromethoxy)benzene), ClS(=O)(=O)O (chlorosulfonic acid). Solvent: C(Cl)(Cl)Cl (CHCl3), C(Cl)(Cl)Cl (CHCl3). As a reaction SMILES: [CH3:1][S:2][C:3]1[CH:8]=[CH:7][CH:6]=[C:5]([O:9][C:10]([F:13])([F:12])[F:11])[CH:4]=1.[Cl:14][S:15]([OH:18])(=[O:17])=[O:16]>C(Cl)(Cl)Cl>[CH3:1][S:2][C:3]1[CH:8]=[CH:7][C:6]([S:15]([Cl:14])(=[O:17])=[O:16])=[C:5]([O:9][C:10]([F:11])([F:12])[F:13])[CH:4]=1.[CH3:1][S:2][C:3]1[CH:4]=[C:5]([O:9][C:10]([F:11])([F:12])[F:13])[CH:6]=[CH:7][C:8]=1[S:15]([Cl:14])(=[O:18])=[O:16]. Product: CSC1=CC(=C(C=C1)S(=O)(=O)Cl)OC(F)(F)F (4-(methylthio)-2-(trifluoromethoxy)benzene sulfonyl chloride), CSC1=C(C=CC(=C1)OC(F)(F)F)S(=O)(=O)Cl (2-(methylthio)-4-(trifluoromethoxy)benzene sulfonyl chloride). Procedure details: To a solution of 1.00 g of the compound obtained in Step 179-1 in CHCl3 (10 ml) was added dropwise 3.36 g of chlorosulfonic acid in CHCl3 (10 ml) over 30 minutes under ice cooling. After stirring at room temperature for one hour, the solution was poured into ice water and the resulting mixture was extracted with CHCl3. The organic layer was washed with a saturated aqueous solution of NaHCO3 and with saturated brine and then dried over MgSO4; the drying agent was separated by filtration, and then... Starting materials: ClC=1C=CC=2N(N=C3C2C1C(C1=C(C=CC(=C13)OCC1=CC=CC=C1)OCC1=CC=CC=C1)=O)CCNCCO (5-chloro-2-[2-[(2-hydroxyethyl)amino]ethyl]-7,10-bis(phenylmethoxy)anthra[1,9-cd]-pyrazol-6(2H)-one), C(CCN)N (1,3-propanediamine), ClCCl (dichloromethane), CO (methanol). Solvent: C(C)N(CC)CC (triethylamine). Conditions: temperature 130 celsius, time 3.5 hour. Yields the product NCCCNC=1C=CC=2N(N=C3C2C1C(C1=C(C=CC(=C13)OCC1=CC=CC=C1)OCC1=CC=CC=C1)=O)CCNCCO (5-[(3-Aminopropyl)amino]-2-[2-[(2-hydroxyethyl)amino]ethyl]-7,10-bis-(phenylmethoxy)anthra[1,9-cd]pyrazol6(2H)-one). The yield is 46.8%. As a reaction SMILES: Cl[C:2]1[CH:3]=[CH:4][C:5]2[N:6]([CH2:35][CH2:36][NH:37][CH2:38][CH2:39][OH:40])[N:7]=[C:8]3[C:17]4[C:12](=[C:13]([O:26][CH2:27][C:28]5[CH:33]=[CH:32][CH:31]=[CH:30][CH:29]=5)[CH:14]=[CH:15][C:16]=4[O:18][CH2:19][C:20]4[CH:25]=[CH:24][CH:23]=[CH:22][CH:21]=4)[C:11](=[O:34])[C:10]=1[C:9]=23.[CH2:41]([NH2:45])[CH2:42][CH2:43][NH2:44].CO.ClCCl>C(N(CC)CC)C>[NH2:44][CH2:43][CH2:42][CH2:41][NH:45][C:2]1[CH:3]=[CH:4][C:5]2[N:6]([CH2:35][CH2:36][NH:37][CH2:38][CH2:39][OH:40])[N:7]=[C:8]3[C:17]4[C:12](=[C:13]([O:26][CH2:27][C:28]5[CH:33]=[CH:32][CH:31]=[CH:30][CH:29]=5)[CH:14]=[CH:15][C:16]=4[O:18][CH2:19][C:20]4[CH:25]=[CH:24][CH:23]=[CH:22][CH:21]=4)[C:11](=[O:34])[C:10]=1[C:9]=23. Reported procedure: Under a slow stream of argon gas, a mixture of 19.4 g (0.035 mol) of crude 5-chloro-2-[2-[(2-hydroxyethyl)amino]ethyl]-7,10-bis(phenylmethoxy)anthra[1,9-cd]-pyrazol-6(2H)-one (2) and 29 ml (25.8 g, 0.35 mol) of 1,3-propanediamine was stirred at 130° C. for 3.5 hours, allowed to cool and triturated with water and 2-propanol. The solid was collected, washed successively with water, 2-propanol and ethanol, and dried under vacuum at 40° C. to give 16.9 g of crude product. Chromatography over 1 kg of... Procedure: Reaction of 2-[6-amino-5-(pyridin-4-ylcarbamoyl)-pyridin-3-yl]-benzoic acid with diethyl amine gives “A100”; method 2: HPLC/MS: 1.35 min, [M+H]=390; The product is NC1=C(C(=O)NC2=CC=NC=C2)C=C(C=N1)C1=C(C=CC=C1)C(N(CC)CC)=O (2-Amino-5-(2-diethylcarbamoyl-phenyl)-N-pyridin-4-yl-nicotin-amide). Reaction SMILES: [NH2:1][C:2]1[N:7]=[CH:6][C:5]([C:8]2[CH:16]=[CH:15][CH:14]=[CH:13][C:9]=2[C:10]([OH:12])=O)=[CH:4][C:3]=1[C:17](=[O:25])[NH:18][C:19]1[CH:24]=[CH:23][N:22]=[CH:21][CH:20]=1.[CH2:26]([NH:28][CH2:29][CH3:30])[CH3:27]>>[NH2:1][C:2]1[N:7]=[CH:6][C:5]([C:8]2[CH:16]=[CH:15][CH:14]=[CH:13][C:9]=2[C:10](=[O:12])[N:28]([CH2:29][CH3:30])[CH2:26][CH3:27])=[CH:4][C:3]=1[C:17]([NH:18][C:19]1[CH:20]=[CH:21][N:22]=[CH:23][CH:24]=1)=[O:25]. Starting materials: NC1=C(C=C(C=N1)C1=C(C(=O)O)C=CC=C1)C(NC1=CC=NC=C1)=O (2-[6-amino-5-(pyridin-4-ylcarbamoyl)-pyridin-3-yl]-benzoic acid), C(C)NCC (diethyl amine). The reactants are [Si](C)(C)(C(C)(C)C)C=1OC=CC1CO (2-tert-butyldimethylsilyl-furylmethanol), [Li]CCCC (n-BuLi), [Cl-].[Li+] (lithium chloride), CN(C=O)C (N,N-dimethylformamide), solution. The solvent is C(OC)COC (dimethoxyethane), CCCCCC (hexane). Run at temperature 0 celsius, time 15 minute. Product: [Si](C)(C)(C(C)(C)C)C=1OC=C(C1CO)C=O (2-(tert-Butyldimethylsilyl)-3-hydroxymethyl-4-furaldehyde). Reaction SMILES: [Li]CCCC.[Si:6]([C:13]1[O:14][CH:15]=[CH:16][C:17]=1[CH2:18][OH:19])([C:9]([CH3:12])([CH3:11])[CH3:10])([CH3:8])[CH3:7].[Cl-].[Li+].CN(C)[CH:24]=[O:25]>CCCCCC.C(COC)OC>[Si:6]([C:13]1[O:14][CH:15]=[C:16]([CH:24]=[O:25])[C:17]=1[CH2:18][OH:19])([C:9]([CH3:12])([CH3:11])[CH3:10])([CH3:8])[CH3:7] |f:2.3|. Procedure: n-BuLi (a 1.6M solution in hexane; 2.7 ml, 4.28 mmol) was added dropwise to a solution of 3-(2-tert-butyldimethylsilyl-furylmethanol (430 mg, 2.0 mmol) in dimethoxyethane (5 ml) at -78 degrees C. under argon. After stirring at 0 degrees C. for 15 minutes, lithium chloride (860 mg, 20.4 mmol), followed by N,N-dimethylformamide (0.35 ml, 4.48 mmol) was added. Stirring continued at 0 degrees C. for 16 hours and the mixture was quenched with ammonium chloride. Extraction with ethyl acetate and evapo...